From a dataset of the Open Reaction Database (ORD), a public repository of structured organic reaction records. describe an organic reaction: reactants, conditions, products, and yield Reactants: NC1=CC=C(C=N1)C1CC(N(CC1)C)=O ((+/−)-4-(6-aminopyridin-3-yl)-1-methylpiperidin-2-one), C1CC(=O)N(C1=O)Br (NBS). Run in C(C)#N (acetonitrile). Run at time 30 minute. Yields the product NC1=C(C=C(C=N1)C1CC(N(CC1)C)=O)Br ((+/−)-4-(6-amino-5-bromopyridin-3-yl)-1-methylpiperidin-2-one). As a reaction SMILES: [NH2:1][C:2]1[N:7]=[CH:6][C:5]([CH:8]2[CH2:13][CH2:12][N:11]([CH3:14])[C:10](=[O:15])[CH2:9]2)=[CH:4][CH:3]=1.C1C(=O)N([Br:23])C(=O)C1>C(#N)C>[NH2:1][C:2]1[N:7]=[CH:6][C:5]([CH:8]2[CH2:13][CH2:12][N:11]([CH3:14])[C:10](=[O:15])[CH2:9]2)=[CH:4][C:3]=1[Br:23]. Reported procedure: To a solution of (+/−)-4-(6-aminopyridin-3-yl)-1-methylpiperidin-2-one (291 mg, 1.418 mmol) in acetonitrile (14.200 mL) was added NBS (202 mg, 1.134 mmol) at 0° C. The reaction mixture was stirred for 30 min upon warming-up to room temperature. After quenched with Na2S2O3 solution, the reaction mixture was extracted with EtOAc, which was washed with NaHCO3 solution and brine. The organic layer was dried over anhydrous Na2SO4, filtered off, concentrated in vacuo. The crude product (+/−)-4-(6-amin...